Task: describe an organic reaction: reactants, conditions, products, and yield. Dataset: the Open Reaction Database (ORD), a public repository of structured organic reaction records The reactants are ClC1=C(C=O)C=C(C=C1)C(F)(F)F (2-chloro-5-(trifluoromethyl)benzaldehyde), NC=1C=C2[C@H]3[C@@H](N4C2=C(C1)CSCC4)CCN(C3)C(=O)OC(C)(C)C (tert-butyl (7bR,11aS)-6-amino-1,2,7b,10,11,11a-hexahydro-4H-pyrido[4,3-b][1,4]thiazepino[6,5,4-hi]indole-9(8H)-carboxylate). The product is ClC1=C(CNC=2C=C3[C@H]4[C@@H](N5C3=C(C2)CSCC5)CCNC4)C=C(C=C1)C(F)(F)F ((7bR,11aS)-N-[2-chloro-5-(trifluoromethyl)benzyl]-1,2,7b,8,9,10,11,11a-octahydro-4H-pyrido[4,3-b][1,4]thiazepino[6,5,4-hi]indol-6-amine). Reaction SMILES: [Cl:1][C:2]1[CH:9]=[CH:8][C:7]([C:10]([F:13])([F:12])[F:11])=[CH:6][C:3]=1[CH:4]=O.[NH2:14][C:15]1[CH:16]=[C:17]2[C:21]3=[C:22]([CH2:24][S:25][CH2:26][CH2:27][N:20]3[C@H:19]3[CH2:28][CH2:29][N:30](C(OC(C)(C)C)=O)[CH2:31][C@@H:18]23)[CH:23]=1>>[Cl:1][C:2]1[CH:9]=[CH:8][C:7]([C:10]([F:13])([F:12])[F:11])=[CH:6][C:3]=1[CH2:4][NH:14][C:15]1[CH:16]=[C:17]2[C:21]3=[C:22]([CH2:24][S:25][CH2:26][CH2:27][N:20]3[C@H:19]3[CH2:28][CH2:29][NH:30][CH2:31][C@@H:18]23)[CH:23]=1. Procedure details: Using 2-chloro-5-(trifluoromethyl)benzaldehyde and following the procedures described in EXAMPLE 126, tert-butyl (7bR,11aS)-6-amino-1,2,7b,10,11,11a-hexahydro-4H-pyrido[4,3-b][1,4]thiazepino[6,5,4-hi]indole-9(8H)-carboxylate from EXAMPLE 33, Part B was converted into the title compound of EXAMPLE 153. 1H NMR(CDCl3) δ: 9.20-9.05 (broad m, 2H), 7.67 (s, 1H), 7.52-7.40 (m, 2H), 6.43 (broad s, 1H), 6.32 (broad s, 1H), 4.39 (broad s, 2H), 4.35-4.10 (m, 2H), 3.75-3.30 (overlapping m, 4H), 3.30-2.79 (o... The reactants are N1=C(C=CC=C1)NC1=C(C=CC=C1)N (N-(2-pyridyl)-o-phenylenediamine), COC=1C=C(/C=C/C(=O)Cl)C=CC1 ((E)-3-methoxycinnamoyl chloride), N1=C(C=CC=C1)N1C(=NC2=C1C=CC=C2)\C=C\C2=CC=CC=C2 ((E)-1-(2-pyridyl)-2-styryl-1H-benzimidazole). The product is N1=C(C=CC=C1)N1C(=NC2=C1C=CC=C2)\C=C\C2=CC=C(C=C2)OC ((E)-1-(2-Pyridyl)-2-(4-methoxystyryl)-1H-benzimidazole). As a reaction SMILES: N1C=CC=CC=1NC1C=CC=CC=1N.[CH3:15][O:16]C1C=C(C=CC=1)/C=C/C(Cl)=O.[N:28]1[CH:33]=[CH:32][CH:31]=[CH:30][C:29]=1[N:34]1[C:38]2[CH:39]=[CH:40][CH:41]=[CH:42][C:37]=2[N:36]=[C:35]1/[CH:43]=[CH:44]/[C:45]1[CH:50]=[CH:49][CH:48]=[CH:47][CH:46]=1>>[N:28]1[CH:33]=[CH:32][CH:31]=[CH:30][C:29]=1[N:34]1[C:38]2[CH:39]=[CH:40][CH:41]=[CH:42][C:37]=2[N:36]=[C:35]1/[CH:43]=[CH:44]/[C:45]1[CH:46]=[CH:47][C:48]([O:16][CH3:15])=[CH:49][CH:50]=1. Procedure: The titled compound was prepared from N-(2-pyridyl)-o-phenylenediamine and (E)-3-methoxycinnamoyl chloride (Wiesler, W. T.; Nakanishi, K. J. Am. Chem. Soc., 1990, 112, 5574) according to the preparation of (E)-1-(2-pyridyl)-2-styryl-1H-benzimidazole (Example 1, method A). MW: 327.39; mp: 145.5-146.5° C.; 1H-NMR (CDCl3) δ: 8.81-8.76 (1H, m), 8.04-7.96 (1H, m), 7.98 (1H, d, J=16.1 Hz), 7.85-7.79 (1H, m), 7.56-7.41 (5H, m), 7.37-7.22 (3H, m), 7.00 (1H, d, J=16.1 Hz), 6.88 (1H, d, J=8.4 Hz), 3.83 (3... Starting materials: CC[C@@]12CCCN3[C@@H]1C4=C(C=5C=CC=CC5N4[C@](C2)(C(=O)OC)O)CC3 (vincamine), N1(C)C(=O)N(C)C=2N=CN(C2C1=O)CC(=O)O (theophylline-7-acetic acid). The product is CC[C@@]12CCCN3[C@@H]1C4=C(C=5C=CC=CC5N4[C@](C2)(C(=O)OC)O)CC3.N1(C)C(=O)N(C)C=2N=CN(C2C1=O)CC(=O)[O-] (Vincamine theophylline-7-acetate). Reaction SMILES: [CH3:1][CH2:2][C@:3]12[CH2:19][C@:18]([OH:24])([C:20]([O:22][CH3:23])=[O:21])[N:17]3[C:9]4=[C:10]([CH2:25][CH2:26][N:7]([C@@H:8]14)[CH2:6][CH2:5][CH2:4]2)[C:11]1[CH:12]=[CH:13][CH:14]=[CH:15][C:16]=13.[N:27]1([C:38](=[O:39])[C:37]2[N:36]([CH2:40][C:41]([OH:43])=[O:42])[CH:35]=[N:34][C:33]=2[N:31]([CH3:32])[C:29]1=[O:30])[CH3:28]>>[CH3:1][CH2:2][C@:3]12[CH2:19][C@:18]([OH:24])([C:20]([O:22][CH3:23])=[O:21])[N:17]3[C:9]4=[C:10]([CH2:25][CH2:26][N:7]([C@@H:8]14)[CH2:6][CH2:5][CH2:4]2)[C:11]1[CH:12]=[CH:13][CH:14]=[CH:15][C:16]=13.[N:27]1([C:38](=[O:39])[C:37]2[N:36]([CH2:40][C:41]([O-:43])=[O:42])[CH:35]=[N:34][C:33]=2[N:31]([CH3:32])[C:29]1=[O:30])[CH3:28] |f:2.3|. Procedure: The salt is prepared, likewise the preceding examples, from 7.08 g (2.10-2 moles) of vincamine and 4.77 g (2.10-2 moles) of theophylline-7-acetic acid. There are obtained 12 g of a crystalline product having melting point of 188° C., which is soluble in alcohol and insoluble in water and in the common organic solvents. Starting materials: O=C([O-])[O-], CC(=O)OC1(c2ccc(Br)cc2)OC1C, CO, [K+], [K+]. The product is CC(O)C(=O)c1ccc(Br)cc1. As a reaction SMILES: [C:16](=[O:17])([O-:18])[O-:19].[C:1](=[O:2])([CH3:3])[O:4][C:5]1([c:9]2[cH:10][cH:11][c:12]([Br:15])[cH:13][cH:14]2)[O:6][CH:7]1[CH3:8].[CH3:22][OH:23].[K+:20].[K+:21]>>[O:4]=[C:5]([CH:7]([OH:6])[CH3:8])[c:9]1[cH:10][cH:11][c:12]([Br:15])[cH:13][cH:14]1. Reactants: C(=O)(OCC)C1=CC=C(C=C1)N=C=S (4-carboethoxyphenyl isothiocyanate), C(C)OC(CN)OCC (aminoacetaldehyde diethylacetal). The solvent is C(Cl)(Cl)(Cl)Cl (carbon tetrachloride), C(Cl)(Cl)(Cl)Cl (carbon tetrachloride). Conditions: time 5 minute. Yields the product C(=O)(OCC)C1=CC=C(C=C1)NC(=S)NCC(OCC)OCC (N-(4-carboethoxyphenyl)-N'-(2,2-diethoxyethyl)thiourea). RXN SMILES: [C:1]([C:6]1[CH:11]=[CH:10][C:9]([N:12]=[C:13]=[S:14])=[CH:8][CH:7]=1)([O:3][CH2:4][CH3:5])=[O:2].[CH2:15]([O:17][CH:18]([O:21][CH2:22][CH3:23])[CH2:19][NH2:20])[CH3:16]>C(Cl)(Cl)(Cl)Cl>[C:1]([C:6]1[CH:11]=[CH:10][C:9]([NH:12][C:13]([NH:20][CH2:19][CH:18]([O:21][CH2:22][CH3:23])[O:17][CH2:15][CH3:16])=[S:14])=[CH:8][CH:7]=1)([O:3][CH2:4][CH3:5])=[O:2]. Procedure details: 20 g of 4-carboethoxyphenyl isothiocyanate was dissolved in 50 ml of carbon tetrachloride, and 13 g of aminoacetaldehyde diethylacetal was dropwise added thereto in 5 minutes. Then, the resulting solution was stirred at room temperature for 1 hour. 50 ml of carbon tetrachloride was added to the reaction mixture, and crystals precipitated were collected by filtration, washed with 50 ml of carbon tetrachloride, then dried. Yield: 27.5 g (80.9 mol%). Starting materials: Cc1cc2nc(-c3n[nH]cc3C(=O)O)[nH]c2cc1C, CC(C)(N)CO. Yields the product Cc1cc2nc(-c3n[nH]cc3C(=O)NC(C)(C)CO)[nH]c2cc1C. As a reaction SMILES: [CH3:1][c:2]1[cH:3][c:4]2[c:5]([nH:6][c:7](-[c:9]3[n:10][nH:11][cH:12][c:13]3[C:14](=[O:15])[OH:16])[n:8]2)[cH:17][c:18]1[CH3:19].[NH2:20][C:21]([CH2:22][OH:23])([CH3:24])[CH3:25]>>[CH3:1][c:2]1[cH:3][c:4]2[c:5]([n:6][c:7](-[c:9]3[n:10][nH:11][cH:12][c:13]3[C:14](=[O:16])[NH:20][C:21]([CH2:22][OH:23])([CH3:24])[CH3:25])[nH:8]2)[cH:17][c:18]1[CH3:19].